This data is from the Open Reaction Database (ORD), a public repository of structured organic reaction records. The task is: describe an organic reaction: reactants, conditions, products, and yield Reactants: FC(C1=CC(OC2=CC(=CC=C12)O)=O)(F)F (4-trifluoromethyl-7-hydroxycoumarin), C([O-])([O-])=O.[K+].[K+] (potassium carbonate), BrCC=C (3-bromoprop-1-ene). Product: FC(C1=CC(OC2=C(C(=CC=C12)O)CCC)=O)(F)F (4-trifluoromethyl-8-propyl-7-hydroxycoumarin). The reagents and catalysts are [Pd] (palladium on carbon). Conditions: time 18 hour. Solvent: C(C)(=O)OCC (ethyl acetate), CN(C)C=O (DMF), CO (methanol). As a reaction SMILES: [F:1][C:2]([F:16])([F:15])[C:3]1[C:12]2[C:7](=[CH:8][C:9]([OH:13])=[CH:10][CH:11]=2)[O:6][C:5](=[O:14])[CH:4]=1.C(=O)([O-])[O-].[K+].[K+].Br[CH2:24][CH:25]=[CH2:26]>CN(C=O)C.C(OCC)(=O)C.CO.[Pd]>[F:16][C:2]([F:1])([F:15])[C:3]1[C:12]2[C:7](=[C:8]([CH2:24][CH2:25][CH3:26])[C:9]([OH:13])=[CH:10][CH:11]=2)[O:6][C:5](=[O:14])[CH:4]=1 |f:1.2.3|. Procedure details: To a solution of 4-trifluoromethyl-7-hydroxycoumarin (5.0 grams, 22.0 mmol) and potassium carbonate(3.6 grams, 26.0 mmol) in DMF (20.0 mL) at 40° C., was added 3-bromoprop-1-ene (2.0 mL, 23.0 mmol). This mixture was stirred 18 hours and then diluted with ethyl acetate. The organic phase was washed with 1M hydrochloric acid solution and brine. The organic was then dried over sodium sulfate and the solvent removed to give a tan solid. This was filtered through a pad of silica gel using 20% ethylac... Reactants: C(C1=CC=CC=C1)OC(=O)N1CCC(CC1)NC(=O)OC(C)(C)C (1-Benzyloxycarbonyl-4-(t-butoxycarbonylamino)piperidine), C(C)I (ethyl iodide), CN(C)C=O (DMF), [H-].[Na+] (sodium hydride). Solvent: O (water). Reaction conditions: time 16 hour. The product is C(C)(C)(C)OC(=O)N(CC)C1CCNCC1 (4-(N-(t-Butoxycarbonyl)-N-(ethyl)amino)piperidine). Yield: 126.1%. Reaction SMILES: C(OC([N:11]1[CH2:16][CH2:15][CH:14]([NH:17][C:18]([O:20][C:21]([CH3:24])([CH3:23])[CH3:22])=[O:19])[CH2:13][CH2:12]1)=O)C1C=CC=CC=1.[CH2:25](I)[CH3:26].CN(C=O)C.[H-].[Na+]>O>[C:21]([O:20][C:18]([N:17]([CH:14]1[CH2:13][CH2:12][NH:11][CH2:16][CH2:15]1)[CH2:25][CH3:26])=[O:19])([CH3:22])([CH3:23])[CH3:24] |f:3.4|. Reported procedure: To a solution of 476 mg (1.42 mmol) of 1-benzyloxycarbonyl-4-(t-butoxycarbonylamino)piperidine from Step B and 0.24 mL (2.8 mmol) of ethyl iodide in 10 mnL of DMF was added 85 mg (2.1 mmol) of 60% sodium hydride in mineral oil. The reaction was stirred for 16 h and was then poured into water and extracted three times with ether. The organic layers were each washed with a portion of water and brine, dried over sodium sulfate, combined and concentrated. The residue was purified by FC eluting with ... Reactants: COC(=O)c1csc(NC(=O)C(Cc2ccccc2)NC(=O)C(N)c2ccccc2)n1, Cc1ccccc1, CCOC(C)=O, CCN(C(C)C)C(C)C, O=C(Cl)OC(Cl)(Cl)Cl, C1CCOC1. Product: COC(=O)c1csc(NC(=O)C(Cc2ccccc2)N2C(=O)NC(c3ccccc3)C2=O)n1. RXN SMILES: [CH3:1][O:2][C:3](=[O:4])[c:5]1[n:6][c:7]([NH:10][C:11]([CH:12]([CH2:13][c:14]2[cH:15][cH:16][cH:17][cH:18][cH:19]2)[NH:20][C:21]([CH:22]([c:23]2[cH:24][cH:25][cH:26][cH:27][cH:28]2)[NH2:29])=[O:30])=[O:31])[s:8][cH:9]1.[CH3:54][c:55]1[cH:56][cH:57][cH:58][cH:59][cH:60]1.[CH3:61][CH2:62][O:63][C:64](=[O:65])[CH3:66].[CH:32]([N:33]([CH:34]([CH3:35])[CH3:36])[CH2:37][CH3:38])([CH3:39])[CH3:40].[O:41]=[C:42]([Cl:43])[O:44][C:45]([Cl:46])([Cl:47])[Cl:48].[O:49]1[CH2:50][CH2:51][CH2:52][CH2:53]1>>[CH3:1][O:2][C:3](=[O:4])[c:5]1[n:6][c:7]([NH:10][C:11]([CH:12]([CH2:13][c:14]2[cH:15][cH:16][cH:17][cH:18][cH:19]2)[N:20]2[C:21](=[O:30])[CH:22]([c:23]3[cH:24][cH:25][cH:26][cH:27][cH:28]3)[NH:29][C:42]2=[O:41])=[O:31])[s:8][cH:9]1. The reactants are solid, ClC1=CC=C(C=C1)C1(CCC1)C1=NCCC2=CC=C(C=C12)OCCNC(OC(C)(C)C)=O (tert-butyl 2-(1-(1-(4-chlorophenyl)cyclobutyl)-3,4-dihydroisoquinolin-7-yloxy)ethylcarbamate), C(CC)N=C=O (1-propyl isocyanate), C(C)OC(C)=O (ethylacetate), C(C)(C)O (isopropanol). Run in ClCCl (dichloromethane). Run at time 30 minute. The product is ClC1=CC=C(C=C1)C1(CCC1)C1=NCCC2=CC=C(C=C12)OCCNC(=O)NCCC (1-(2-{1-[1-(4-Chloro-phenyl)-cyclobutyl]-3,4-dihydro-isoquinolin-7-yloxy}-ethyl)-3-propyl-urea). As a reaction SMILES: [Cl:1][C:2]1[CH:7]=[CH:6][C:5]([C:8]2([C:12]3[C:21]4[C:16](=[CH:17][CH:18]=[C:19]([O:22][CH2:23][CH2:24][NH:25][C:26](=[O:32])OC(C)(C)C)[CH:20]=4)[CH2:15][CH2:14][N:13]=3)[CH2:11][CH2:10][CH2:9]2)=[CH:4][CH:3]=1.[CH2:33]([N:36]=C=O)[CH2:34][CH3:35].C(OC(=O)C)C.C(O)(C)C>ClCCl>[Cl:1][C:2]1[CH:3]=[CH:4][C:5]([C:8]2([C:12]3[C:21]4[C:16](=[CH:17][CH:18]=[C:19]([O:22][CH2:23][CH2:24][NH:25][C:26]([NH:36][CH2:33][CH2:34][CH3:35])=[O:32])[CH:20]=4)[CH2:15][CH2:14][N:13]=3)[CH2:11][CH2:10][CH2:9]2)=[CH:6][CH:7]=1. Procedure details: 2-(1-(1-(4-chlorophenyl)cyclobutyl)-3,4-dihydroisoquinolin-7-yloxy)ethanamine (example 1, 100 mg, 0.28 mmol) was dissolved in dichloromethane (2 ml) and 1-propyl isocyanate (33.5 mg, 0.39 mmol) was added. The mixture was stirred for 30 min and then the solvent was reduced. After addition of ethylacetate and isopropanol the product precipitated as colourless solid (120 mg, 0.27 mmol, 97%). Starting materials: C1COCCO1, COC(=O)c1cccc2oc(N3CCOCC3C)nc12, CO, [Li+], [OH-], O, O. Yields the product CC1COCCN1c1nc2c(C(=O)[O-])cccc2o1, [Li+]. RXN SMILES: [CH2:24]1[O:25][CH2:26][CH2:27][O:28][CH2:29]1.[CH3:1][CH:2]1[CH2:3][O:4][CH2:5][CH2:6][N:7]1[c:8]1[o:9][c:10]2[c:11]([n:12]1)[c:13]([C:17](=[O:18])[O:19][CH3:20])[cH:14][cH:15][cH:16]2.[CH3:30][OH:31].[Li+:23].[OH-:22].[OH2:21].[OH2:32]>>[CH3:1][CH:2]1[CH2:3][O:4][CH2:5][CH2:6][N:7]1[c:8]1[o:9][c:10]2[c:11]([n:12]1)[c:13]([C:17](=[O:18])[O-:19])[cH:14][cH:15][cH:16]2.[Li+:23]. Starting materials: BrCc1ccccc1, O=C([O-])[O-], CCOC(C)=O, [K+], [K+], CN(C)C=O, CC(C)(C)OC(=O)N1CC=C(c2cccc(O)c2)CC1. Product: CC(C)(C)OC(=O)N1CC=C(c2cccc(OCc3ccccc3)c2)CC1. Reaction SMILES: [Br:27][CH2:28][c:29]1[cH:30][cH:31][cH:32][cH:33][cH:34]1.[C:21](=[O:22])([O-:23])[O-:24].[CH3:40][CH2:41][O:42][C:43](=[O:44])[CH3:45].[K+:25].[K+:26].[O:35]=[CH:36][N:37]([CH3:38])[CH3:39].[OH:1][c:2]1[cH:3][c:4]([C:8]2=[CH:9][CH2:10][N:11]([C:14](=[O:15])[O:16][C:17]([CH3:18])([CH3:19])[CH3:20])[CH2:12][CH2:13]2)[cH:5][cH:6][cH:7]1>>[O:1]([c:2]1[cH:3][c:4]([C:8]2=[CH:9][CH2:10][N:11]([C:14](=[O:15])[O:16][C:17]([CH3:18])([CH3:19])[CH3:20])[CH2:12][CH2:13]2)[cH:5][cH:6][cH:7]1)[CH2:28][c:29]1[cH:30][cH:31][cH:32][cH:33][cH:34]1. The reactants are [Br-], c1ccc(C2CO2)cc1, CCCC[N+](CCCC)(CCCC)CCCC, ClCCCl, N#C[K], O. Yields the product N#CCC(O)c1ccccc1. Reaction SMILES: [Br-:17].[CH2:1]1[O:2][CH:3]1[c:4]1[cH:5][cH:6][cH:7][cH:8][cH:9]1.[CH3:18][CH2:19][CH2:20][CH2:21][N+:22]([CH2:23][CH2:24][CH2:25][CH3:26])([CH2:27][CH2:28][CH2:29][CH3:30])[CH2:31][CH2:32][CH2:33][CH3:34].[Cl:10][CH2:11][CH2:12][Cl:13].[K:14][C:15]#[N:16].[OH2:35]>>[CH2:1]([CH:3]([OH:2])[c:4]1[cH:5][cH:6][cH:7][cH:8][cH:9]1)[C:15]#[N:16].